From a dataset of the Open Reaction Database (ORD), a public repository of structured organic reaction records. describe an organic reaction: reactants, conditions, products, and yield Reactants: O=Cc1cc(Br)ccc1O, Brc1ccccn1, [Li]CCCC, C1CCOC1, CCCCCC, Cl. The product is Oc1ccc(Br)cc1C(O)c1ccccn1. As a reaction SMILES: [Br:19][c:20]1[cH:21][cH:22][c:23]([OH:28])[c:24]([CH:25]=[O:26])[cH:27]1.[Br:1][c:2]1[cH:3][cH:4][cH:5][cH:6][n:7]1.[CH2:14]([Li:15])[CH2:16][CH2:17][CH3:18].[CH2:30]1[O:31][CH2:32][CH2:33][CH2:34]1.[CH3:8][CH2:9][CH2:10][CH2:11][CH2:12][CH3:13].[ClH:29]>>[c:2]1([CH:25]([c:24]2[c:23]([OH:28])[cH:22][cH:21][c:20]([Br:19])[cH:27]2)[OH:26])[cH:3][cH:4][cH:5][cH:6][n:7]1. Reactants: CC(C)(C)c1ccc(N2Cc3cccc(OS(=O)(=O)C(F)(F)F)c3C2=O)cc1, Cc1ccccc1, [Fe+2], CNc1nccc(CN)n1, CC(=O)[O-], CC(=O)[O-], [Pd+2], c1ccc(P(c2ccccc2)[c-]2cccc2)cc1, c1ccc(P(c2ccccc2)[c-]2cccc2)cc1. Product: CNc1nccc(CNc2cccc3c2C(=O)N(c2ccc(C(C)(C)C)cc2)C3)n1. RXN SMILES: [C:1]([CH3:2])([CH3:3])([CH3:4])[c:5]1[cH:6][cH:7][c:8]([N:11]2[CH2:12][c:13]3[cH:14][cH:15][cH:16][c:17]([O:21][S:22]([C:23]([F:24])([F:25])[F:26])(=[O:27])=[O:28])[c:18]3[C:19]2=[O:20])[cH:9][cH:10]1.[CH3:85][c:86]1[cH:87][cH:88][cH:89][cH:90][cH:91]1.[Fe+2:84].[NH2:29][CH2:30][c:31]1[n:32][c:33]([NH:37][CH3:38])[n:34][cH:35][cH:36]1.[O-:40][C:41]([CH3:42])=[O:43].[O-:44][C:45]([CH3:46])=[O:47].[Pd+2:39].[cH:48]1[cH:49][cH:50][c:51]([P:52]([c:53]2[cH:54][cH:55][cH:56][cH:57][cH:58]2)[c-:59]2[cH:60][cH:61][cH:62][cH:63]2)[cH:64][cH:65]1.[cH:66]1[cH:67][cH:68][c:69]([P:70]([c:71]2[cH:72][cH:73][cH:74][cH:75][cH:76]2)[c-:77]2[cH:78][cH:79][cH:80][cH:81]2)[cH:82][cH:83]1>>[C:1]([CH3:2])([CH3:3])([CH3:4])[c:5]1[cH:6][cH:7][c:8]([N:11]2[CH2:12][c:13]3[cH:14][cH:15][cH:16][c:17]([NH:29][CH2:30][c:31]4[n:32][c:33]([NH:37][CH3:38])[n:34][cH:35][cH:36]4)[c:18]3[C:19]2=[O:20])[cH:9][cH:10]1.